From a dataset of the Open Reaction Database (ORD), a public repository of structured organic reaction records. describe an organic reaction: reactants, conditions, products, and yield Reactants: FC1=C(C=C2C=CC=NC2=C1)C(C)O (1-(7-fluoroquinolin-6-yl)ethanol), ferrous sulfate, [N+](=O)([O-])C1=CC=CC=C1 (nitrobenzene), S(O)(O)(=O)=O (sulfuric acid), OCC(O)CO (glycerol). Reported procedure: A mixture of 4-bromo-3,5-difluoro-phenylamine (i) (6.0 g, 28.8 mmole), 1.82 g ferrous sulfate, 8.6 mL glycerol, 1.79 mL nitrobenzene, and 5.0 mL concentrated sulfuric acid was heated gently. After the first vigorous reaction, the mixture was boiled for five hours. Nitrobenzene was removed by distillation in vacuo. The aqueous solution was acidified with glacial acetic acid, and dark brown precipitate separated, which was purified by flash chromatography (silica gel, petroleum/ethyl acetate=12/1)... Yield: 49.8%. As a reaction SMILES: [F:1][C:2]1[CH:11]=[C:10]2[C:5]([CH:6]=[CH:7][CH:8]=[N:9]2)=[CH:4][C:3]=1[CH:12](O)[CH3:13].[N+:15]([C:18]1C=[CH:22][CH:21]=[CH:20][CH:19]=1)([O-])=O.S(=O)(=O)(O)[OH:25].O[CH2:30][CH:31]([CH2:33][OH:34])O>>[F:1][C:2]1[CH:11]=[C:10]2[C:5]([CH:6]=[CH:7][CH:8]=[N:9]2)=[CH:4][C:3]=1[CH:12]([N:15]1[C:18](=[O:25])[C:19]2[C:31](=[CH:30][CH:22]=[CH:21][CH:20]=2)[C:33]1=[O:34])[CH3:13]. Conditions: time 5 hour. The product is FC1=C(C=C2C=CC=NC2=C1)C(C)N1C(C2=CC=CC=C2C1=O)=O (2-(1-(7-fluoroquinolin-6-yl)ethyl)isoindoline-1,3-dione). Reactants: C1COCCN1, CC(C)=CC(=O)Cl. Product: CC(C)=CC(=O)C1CNCCO1. Reaction SMILES: [CH2:1]1[CH2:2][O:3][CH2:4][CH2:5][NH:6]1.[CH3:7][C:8](=[CH:9][C:10](=[O:11])[Cl:12])[CH3:13]>>[CH2:1]1[CH:2]([C:10]([CH:9]=[C:8]([CH3:7])[CH3:13])=[O:11])[O:3][CH2:4][CH2:5][NH:6]1. The reactants are NC=1C=C(C(=O)NC2=CC=CC=C2)C=CC1OC (3-amino-4-methoxy-N-phenyl-benzamide), FC1=C(C(=C(C=C1F)F)F)N=C=S (2,3,5,6-tetrafluorophenyl isothiocyanate). Product: COC1=C(C=C(C(=O)NC2=CC=CC=C2)C=C1)NC(=S)NC1=C(C(=CC(=C1F)F)F)F (4-Methoxy-N-phenyl-3-[3-(2,3,5,6-tetrafluoro-phenyl)-thioureido]-benzamide). The yield is 88.6%. Reaction SMILES: [NH2:1][C:2]1[CH:3]=[C:4]([CH:14]=[CH:15][C:16]=1[O:17][CH3:18])[C:5]([NH:7][C:8]1[CH:13]=[CH:12][CH:11]=[CH:10][CH:9]=1)=[O:6].[F:19][C:20]1[C:25]([F:26])=[CH:24][C:23]([F:27])=[C:22]([F:28])[C:21]=1[N:29]=[C:30]=[S:31]>>[CH3:18][O:17][C:16]1[CH:15]=[CH:14][C:4]([C:5]([NH:7][C:8]2[CH:13]=[CH:12][CH:11]=[CH:10][CH:9]=2)=[O:6])=[CH:3][C:2]=1[NH:1][C:30]([NH:29][C:21]1[C:22]([F:28])=[C:23]([F:27])[CH:24]=[C:25]([F:26])[C:20]=1[F:19])=[S:31]. Procedure: Prepared according to the procedure described for Example 60 using 3-amino-4-methoxy-N-phenyl-benzamide (0.243 g, 1.0 mmol) and 2,3,5,6-tetrafluorophenyl isothiocyanate (0.224 g, 1.1 mmol) to give the product (0.398 g); m.p. 170-174° C. Reactants: OC1=C(C(=O)OCC(C)C)C=C(C=C1)I (Isobutyl 2-hydroxy-5-iodobenzoate), C(=C)C1=CC=C(C=C1)S(=O)(=O)NC1=NC=CC=C1C (4-ethenyl-N-(3-methyl-2pyridinyl)benzensulfonamide), C(CCC)N(CCCC)CCCC (tributylamine). Reagents/catalysts: C(C)(=O)[O-].[Pd+2].C(C)(=O)[O-] (palladium(II) acetate). Run in CC(=O)N(C)C (dimethylacetamide). The product is OC1=C(C(=O)OCC(C)C)C=C(C=C1)C=CC1=CC=C(C=C1)S(=O)(=O)NC1=NC=CC=C1C (Isobutyl 2-hydroxy-5-[2-[4-[(3-methyl-2-pyridinylamino)sulfonyl]phenyl]ethenyl]benzoate). RXN SMILES: [OH:1][C:2]1[CH:14]=[CH:13][C:12](I)=[CH:11][C:3]=1[C:4]([O:6][CH2:7][CH:8]([CH3:10])[CH3:9])=[O:5].[CH:16]([C:18]1[CH:23]=[CH:22][C:21]([S:24]([NH:27][C:28]2[C:33]([CH3:34])=[CH:32][CH:31]=[CH:30][N:29]=2)(=[O:26])=[O:25])=[CH:20][CH:19]=1)=[CH2:17].C(N(CCCC)CCCC)CCC>CC(N(C)C)=O.C([O-])(=O)C.[Pd+2].C([O-])(=O)C>[OH:1][C:2]1[CH:14]=[CH:13][C:12]([CH:17]=[CH:16][C:18]2[CH:19]=[CH:20][C:21]([S:24]([NH:27][C:28]3[C:33]([CH3:34])=[CH:32][CH:31]=[CH:30][N:29]=3)(=[O:25])=[O:26])=[CH:22][CH:23]=2)=[CH:11][C:3]=1[C:4]([O:6][CH2:7][CH:8]([CH3:10])[CH3:9])=[O:5] |f:4.5.6|. Reported procedure: Isobutyl 2-hydroxy-5-iodobenzoate (70.2 g, 0.22 mol) and 4-ethenyl-N-(3-methyl-2pyridinyl)benzensulfonamide (54.8 g, 0.20 mol) were suspended in a solution of tributylamine (55.5 g, 0.3 mol) and palladium(II) acetate (0.44 g 0.0022 mol) in dimethylacetamide (200 ml) Starting materials: BrC1=C(C(=CC(=C1)C#N)Br)OC(OCI)=O (carbonic acid iodomethyl ester 2,6-dibromo-4-cyanophenyl ester), C(C)(=O)O (acetic acid). The reagents and catalysts are C(C)(=O)[O-].[Ag+] (silver acetate). Run at time 3 hour. The product is BrC1=C(OC(=O)OCOC(C)=O)C(=CC(=C1)C#N)Br (Acetic acid 2,6-dibromo-4-cyano-phenoxycarbonyloxymethyl ester). As a reaction SMILES: [Br:1][C:2]1[CH:7]=[C:6]([C:8]#[N:9])[CH:5]=[C:4]([Br:10])[C:3]=1[O:11][C:12](=[O:16])[O:13][CH2:14]I.[C:17]([OH:20])(=[O:19])[CH3:18]>C([O-])(=O)C.[Ag+]>[Br:1][C:2]1[CH:7]=[C:6]([C:8]#[N:9])[CH:5]=[C:4]([Br:10])[C:3]=1[O:11][C:12]([O:13][CH2:14][O:20][C:17](=[O:19])[CH3:18])=[O:16] |f:2.3|. Procedure: A solution of carbonic acid iodomethyl ester 2,6-dibromo-4-cyanophenyl ester (0.30 g, 0.65 mmol) in acetic acid (6.5 mL) was added silver acetate (0.33 g, 1.95 mmol). The mixture was stirred for 3 h. The slurry was concentrated to solids and washed with ether. The ether was concentrated to afford the desired product as white solids (240 mg). 1H-NMR (300 MHz, CDCl3) δ (ppm): 2.19 (s, 3H), 5.90 (s, 2H), 7.89 (s, 2H).). 13C-NMR (300 MHz, CDCl3) δ (ppm): 21.0, 83.3, 113.7, 115.7, 119.1, 136.4, 149.9... The reactants are BrC=1C=C(C=CC1)C(C)N1C(=C(C2=CC=CC=C12)C(=O)NCC=1C(NC(=CC1C)C)=O)C (1-(1-(3-bromophenyl)ethyl)-N-((4,6-dimethyl-2-oxo-1,2-dihydropyridin-3-yl)methyl)-2-methyl-1H-indole-3-carboxamide), BrC=1C=C(C=CC1)C(C)N1C(=C(C2=CC=CC=C12)C(=O)NCC=1C(NC(=CC1C)C)=O)C (1-(1-(3-bromophenyl)ethyl)-N-((4,6-dimethyl-2-oxo-1,2-dihydropyridin-3-yl)methyl)-2-methyl-1H-indole-3-carboxamide), CN(C)C=O (DMF). Reagents/catalysts: [C-]#N.[C-]#N.[Zn+2] (Zn(CN)2), C=1C=CC(=CC1)[P](C=2C=CC=CC2)(C=3C=CC=CC3)[Pd]([P](C=4C=CC=CC4)(C=5C=CC=CC5)C=6C=CC=CC6)([P](C=7C=CC=CC7)(C=8C=CC=CC8)C=9C=CC=CC9)[P](C=1C=CC=CC1)(C=1C=CC=CC1)C=1C=CC=CC1 (Pd(PPh3)4). Conditions: temperature 100 celsius, time 30 minute. Product: C(#N)C=1C=C(C=CC1)C(C)N1C(=C(C2=CC=CC=C12)C(=O)NCC=1C(NC(=CC1C)C)=O)C (1-(1-(3-cyanophenyl)ethyl)-N-((4,6-dimethyl-2-oxo-1,2-dihydropyridin-3-yl)methyl)-2-methyl-1H-indole-3-carboxamide). The yield is 40.0%. RXN SMILES: Br[C:2]1[CH:3]=[C:4]([CH:8]([N:10]2[C:18]3[C:13](=[CH:14][CH:15]=[CH:16][CH:17]=3)[C:12]([C:19]([NH:21][CH2:22][C:23]3[C:24](=[O:31])[NH:25][C:26]([CH3:30])=[CH:27][C:28]=3[CH3:29])=[O:20])=[C:11]2[CH3:32])[CH3:9])[CH:5]=[CH:6][CH:7]=1.[CH3:33][N:34](C=O)C>[C-]#N.[C-]#N.[Zn+2].C1C=CC([P]([Pd]([P](C2C=CC=CC=2)(C2C=CC=CC=2)C2C=CC=CC=2)([P](C2C=CC=CC=2)(C2C=CC=CC=2)C2C=CC=CC=2)[P](C2C=CC=CC=2)(C2C=CC=CC=2)C2C=CC=CC=2)(C2C=CC=CC=2)C2C=CC=CC=2)=CC=1>[C:33]([C:2]1[CH:3]=[C:4]([CH:8]([N:10]2[C:18]3[C:13](=[CH:14][CH:15]=[CH:16][CH:17]=3)[C:12]([C:19]([NH:21][CH2:22][C:23]3[C:24](=[O:31])[NH:25][C:26]([CH3:30])=[CH:27][C:28]=3[CH3:29])=[O:20])=[C:11]2[CH3:32])[CH3:9])[CH:5]=[CH:6][CH:7]=1)#[N:34] |f:2.3.4,^1:46,48,67,86|. Procedure details: 1-(1-(3-bromophenyl)ethyl)-N-((4,6-dimethyl-2-oxo-1,2-dihydropyridin-3-yl)methyl)-2-methyl-1H-indole-3-carboxamide (Compound 171; 100 mg, 0.2 mmol), Zn(CN)2 (36 mg, 0.3 mmol), Pd(PPh3)4 (47 mg, 0.04 mmol) were combined in 2 ml DMF, then stirred at 100° C. for 30 min under N2 in m.w. After the complete of the reaction, purified by pre-HPLC (A: CH3CN, B:water+0.1% HCl. A:B=32:62 ASB C18 150*25 mm) to afford the title compound (35 mg, yield: 40%), 1H NMR (400 MHz, Methanol-d4) δ 7.78 (d, J=8 Hz, 1H... Reactants: C[C@@]12C(CC[C@H]1[C@@H]1CCC3=CC(CC[C@]3(C)[C@H]1CC2)=O)=O (Androst-4-ene-3,17-dione), C(C)(=O)O (acetic acid), 5-oxo-4-nor-3,5-seco-androstane-5,17-dione, [Cl-].C[NH3+] (methylammonium chloride). Run in C(C)(=O)OCC (ethyl acetate). Conditions: time 3 day. The product is CN1C2=CC[C@H]3[C@@H]4CCC([C@@]4(C)CC[C@@H]3[C@]2(CCC1=O)C)=O (4-methyl-4-aza-androst-5-ene-3,17-dione). RXN SMILES: [CH3:1][C@:2]12[CH2:19][CH2:18][C@H:17]3[C@@H:7]([CH2:8][CH2:9][C:10]4[C@:15]3([CH3:16])[CH2:14][CH2:13][C:12](=[O:20])C=4)[C@@H:6]1[CH2:5][CH2:4][C:3]2=[O:21].[Cl-].[CH3:23][NH3+:24].C(O)(=O)C>C(OCC)(=O)C>[CH3:23][N:24]1[C:12](=[O:20])[CH2:13][CH2:14][C@@:15]2([CH3:16])[C:10]1=[CH:9][CH2:8][C@@H:7]1[C@@H:17]2[CH2:18][CH2:19][C@@:2]2([CH3:1])[C@H:6]1[CH2:5][CH2:4][C:3]2=[O:21] |f:1.2|. Procedure details: Androst-4-ene-3,17-dione is oxidized into 5-oxo-4-nor-3,5-seco-androstane-5,17-dione as in Example 16A (seco-acid). The seco-acid (9.000 g, 31.423 mmol) is slurried with methylammonium chloride (19.5000 g, 288.80 mmol) into acetic acid (75 mL) and heated to reflux under an inert atmosphere. After 3 days, the reaction mixture is allowed to cool to room temperature and diluted with ethyl acetate (EtOAc, 500 mL). The organic solution is washed with water (3×200 mL), saturated aqueous NaHCO3 (2×200 ... Reactants: ice water, ClCC1=NN=C(O1)NC(OC(C)(C)C)=O (Tert-butyl (5-(chloromethyl)-1,3,4-oxadiazol-2-yl)carbamate), C(C1=CC=CC=C1)OC1=CC=C(C=C1)C1C(C1)N (2-(4-(benzyloxy)phenyl)cyclopropanamine), C(=O)([O-])[O-].[K+].[K+] (K2CO3). Run in CN(C)C=O (DMF). Conditions: time 2 hour. Yields the product C(C1=CC=CC=C1)OC1=CC=C(C=C1)C1C(C1)NCC1=NN=C(O1)NC(OC(C)(C)C)=O (tert-butyl (5-(((2-(4-(benzyloxy)phenyl)cyclopropyl)amino)methyl)-1,3,4-oxadiazol-2-yl)carbamate). Yield: 37.7%. As a reaction SMILES: Cl[CH2:2][C:3]1[O:7][C:6]([NH:8][C:9](=[O:15])[O:10][C:11]([CH3:14])([CH3:13])[CH3:12])=[N:5][N:4]=1.[CH2:16]([O:23][C:24]1[CH:29]=[CH:28][C:27]([CH:30]2[CH2:32][CH:31]2[NH2:33])=[CH:26][CH:25]=1)[C:17]1[CH:22]=[CH:21][CH:20]=[CH:19][CH:18]=1.C([O-])([O-])=O.[K+].[K+]>CN(C=O)C>[CH2:16]([O:23][C:24]1[CH:25]=[CH:26][C:27]([CH:30]2[CH2:32][CH:31]2[NH:33][CH2:2][C:3]2[O:7][C:6]([NH:8][C:9](=[O:15])[O:10][C:11]([CH3:14])([CH3:13])[CH3:12])=[N:5][N:4]=2)=[CH:28][CH:29]=1)[C:17]1[CH:18]=[CH:19][CH:20]=[CH:21][CH:22]=1 |f:2.3.4|. Procedure details: Tert-butyl (5-(chloromethyl)-1,3,4-oxadiazol-2-yl)carbamate (141 mg, 0.606 mmol) was added to a solution of 2-(4-(benzyloxy)phenyl)cyclopropanamine (enantiomer (−)) (145 mg, 0.606 mmol) and K2CO3 (166 mg, 1.213 mmol) in dry DMF (1.5 mL) and stirred at RT for 2 h. After completion, the reaction mixture was poured into ice water (10 mL) and extracted with EtOAc (4×10 mL). The combined organic extracts were washed with water (3×10 mL), brine (10 mL), dried over anhydrous Na2SO4, filtered and concen... The reactants are CCOC(=O)CSc1cnc(NC(=O)N(CC2CCCC2)c2ccc3c(c2)N(C(C)=O)CC3)s1, CCOC(=O)CSc1cnc(N)s1, CS(=O)(=O)c1ccc(N(CC2CCCC2)C(=O)Nc2nc(CC(=O)O)cs2)cc1, CC(=O)N1CCc2ccc(NCC3CCCC3)cc21. Product: CC(=O)N1CCc2ccc(N(CC3CCCC3)C(=O)Nc3ncc(SCC(=O)O)s3)cc21. As a reaction SMILES: [CH2:1]([CH3:2])[O:3][C:4]([CH2:5][S:6][c:7]1[cH:8][n:9][c:10]([NH:12][C:13](=[O:14])[N:15]([CH2:16][CH:17]2[CH2:18][CH2:19][CH2:20][CH2:21]2)[c:22]2[cH:23][cH:24][c:25]3[c:29]([cH:30]2)[N:28]([C:31]([CH3:32])=[O:33])[CH2:27][CH2:26]3)[s:11]1)=[O:34].[CH2:83]([O:84][C:85](=[O:86])[CH2:87][S:88][c:89]1[s:90][c:91]([NH2:92])[n:93][cH:94]1)[CH3:95].[CH:35]1([CH2:36][N:37]([c:38]2[cH:39][cH:40][c:41]([S:42]([CH3:43])(=[O:44])=[O:45])[cH:46][cH:47]2)[C:48](=[O:49])[NH:50][c:51]2[s:52][cH:53][c:54]([CH2:55][C:56]([OH:57])=[O:58])[n:59]2)[CH2:60][CH2:61][CH2:62][CH2:63]1.[CH:64]1([CH2:65][NH:66][c:67]2[cH:68][c:69]3[c:70]([cH:77][cH:78]2)[CH2:71][CH2:72][N:73]3[C:74](=[O:75])[CH3:76])[CH2:79][CH2:80][CH2:81][CH2:82]1>>[O:3]=[C:4]([CH2:5][S:6][c:7]1[cH:8][n:9][c:10]([NH:12][C:13](=[O:14])[N:15]([CH2:16][CH:17]2[CH2:18][CH2:19][CH2:20][CH2:21]2)[c:22]2[cH:23][cH:24][c:25]3[c:29]([cH:30]2)[N:28]([C:31]([CH3:32])=[O:33])[CH2:27][CH2:26]3)[s:11]1)[OH:34].